Dataset: the Open Reaction Database (ORD), a public repository of structured organic reaction records. Task: describe an organic reaction: reactants, conditions, products, and yield Reaction SMILES: [Cl:1][C:2]1[CH:7]=[C:6]([F:8])[CH:5]=[CH:4][C:3]=1/[C:9](/[CH2:39][CH3:40])=[C:10](\[C:26]1[CH:31]=[CH:30][C:29](/[CH:32]=[CH:33]/[C:34](OCC)=O)=[CH:28][CH:27]=1)/[C:11]1[CH:12]=[C:13]2[C:17](=[CH:18][CH:19]=1)[N:16]([CH:20]1[CH2:25][CH2:24][CH2:23][CH2:22][O:21]1)[N:15]=[CH:14]2.C(CP(=O)(OCC)OCC)#[N:42]>>[Cl:1][C:2]1[CH:7]=[C:6]([F:8])[CH:5]=[CH:4][C:3]=1/[C:9](/[CH2:39][CH3:40])=[C:10](\[C:26]1[CH:27]=[CH:28][C:29](/[CH:32]=[CH:33]/[C:34]#[N:42])=[CH:30][CH:31]=1)/[C:11]1[CH:12]=[C:13]2[C:17](=[CH:18][CH:19]=1)[N:16]([CH:20]1[CH2:25][CH2:24][CH2:23][CH2:22][O:21]1)[N:15]=[CH:14]2. The reactants are ClC1=C(C=CC(=C1)F)/C(=C(/C=1C=C2C=NN(C2=CC1)C1OCCCC1)\C1=CC=C(C=C1)/C=C/C(=O)OCC)/CC ((E)-ethyl 3-(4-((E)-2-(2-chloro-4-fluorophenyl)-1-(1-(tetrahydro-2H-pyran-2-yl)-1H-indazol-5-yl)but-1-en-1-yl)phenyl)acrylate), ClC1=C(C=CC(=C1)F)/C(=C(/C=1C=C2C=NN(C2=CC1)C1OCCCC1)\C1=CC=C(C=C1)/C=C/C(=O)OCC)/CC ((E)-ethyl 3-(4-((E)-2-(2-chloro-4-fluorophenyl)-1-(1-(tetrahydro-2H-pyran-2-yl)-1H-indazol-5-yl)but-1-en-1-yl)phenyl)acrylate), C(#N)CP(OCC)(OCC)=O (diethyl (cyanomethyl)phosphonate). Procedure details: The title compound was prepared from (E)-4-(2-(2-chloro-4-fluorophenyl)-1-(1-(tetrahydro-2H-pyran-2-yl)-1H-indazol-5-yl)but-1-en-1-yl)benzaldehyde (Compound 193, Step 1) and diethyl (cyanomethyl)phosphonate following General Procedure E. LCMS: 428 [(M-THP+H)+H]+. Yields the product ClC1=C(C=CC(=C1)F)/C(=C(/C=1C=C2C=NN(C2=CC1)C1OCCCC1)\C1=CC=C(C=C1)/C=C/C#N)/CC ((E)-3-(4-((E)-2-(2-Chloro-4-fluorophenyl)-1-(1-(tetrahydro-2H-pyran-2-yl)-1H-indazol-5-yl)but-1-en-1-yl)phenyl)acrylonitrile).